From a dataset of the Open Reaction Database (ORD), a public repository of structured organic reaction records. describe an organic reaction: reactants, conditions, products, and yield The reactants are [N+](=O)([O-])C1=CC=C(C(=O)OC=2C(=C(C3=C(C(CC(O3)(C)C)=O)C2C)C)C)C=C1 (3,4-dihydro-6-(4-nitrobenzoyl)oxy-2,2,5,7,8-pentamethyl-2H-1-benzopyran-4-one), O.O.O.[N+](=O)([O-])[O-].[Tl+3].[N+](=O)([O-])[O-].[N+](=O)([O-])[O-] (thallium (III) nitrate trihydrate), COC(OC)OC (trimethylorthoformate). Run in CO (methanol). Run at time 4 day. The product is [N+](=O)([O-])C1=CC=C(C(=O)OC=2C(=C(C3=C(C(C(O3)(C)C)C(=O)OC)C2C)C)C)C=C1 (2,3-dihydro-5-(4-nitrobenzoyl)oxy-2,2,4,6,7-pentamethyl-1-benzofuran-3-carboxylic acid, methyl ester). Yield: 84.0%. Reaction SMILES: [N+:1]([C:4]1[CH:28]=[CH:27][C:7]([C:8]([O:10][C:11]2[C:12]([CH3:26])=[C:13](C)[C:14]3[O:19][C:18]([CH3:21])([CH3:20])[CH2:17][C:16](=O)[C:15]=3[C:23]=2[CH3:24])=[O:9])=[CH:6][CH:5]=1)([O-:3])=[O:2].O.O.O.[N+]([O-])([O-])=O.[Tl+3].[N+]([O-])([O-])=O.[N+]([O-])([O-])=O.CO[CH:47]([O:50]C)[O:48][CH3:49]>CO>[N+:1]([C:4]1[CH:5]=[CH:6][C:7]([C:8]([O:10][C:11]2[C:23]([CH3:24])=[C:15]([CH3:16])[C:14]3[O:19][C:18]([CH3:20])([CH3:17])[CH:21]([C:47]([O:48][CH3:49])=[O:50])[C:13]=3[C:12]=2[CH3:26])=[O:9])=[CH:27][CH:28]=1)([O-:3])=[O:2] |f:1.2.3.4.5.6.7|. Reported procedure: A heterogeneous mixture of 30.20 g (0.079 mol) of 3,4-dihydro-6-(4-nitrobenzoyl)oxy-2,2,5,7,8-pentamethyl-2H-1-benzopyran-4-one, 36.86 g (0.083 m) of thallium (III) nitrate trihydrate, 200 ml of trimethylorthoformate, and 200 ml of methanol is stirred at room temperature for 4 days. The resulting solid is collected and washed with methanol. The residue is slurried in 100 ml of chloroform and filtered; this process is repeated three times. The combined filtrates are heated to boiling and the chlo... Starting materials: C(CCCCC)OC=1C=C(C=O)C=CC1OCCCCCC (3,4-dihexoxybenzaldehyde), N (ammonia). The reagents and catalysts are [Ni] (Raney nickel). The solvent is [H][H] (hydrogen), C(C)O (ethanol). The product is C(CCCCC)OC=1C=C(CN)C=CC1OCCCCCC (3,4-dihexoxybenzylamine). Yield: 52.1%. As a reaction SMILES: [CH2:1]([O:7][C:8]1[CH:9]=[C:10]([CH:13]=[CH:14][C:15]=1[O:16][CH2:17][CH2:18][CH2:19][CH2:20][CH2:21][CH3:22])[CH:11]=O)[CH2:2][CH2:3][CH2:4][CH2:5][CH3:6].[NH3:23]>[Ni].C(O)C.[H][H]>[CH2:1]([O:7][C:8]1[CH:9]=[C:10]([CH:13]=[CH:14][C:15]=1[O:16][CH2:17][CH2:18][CH2:19][CH2:20][CH2:21][CH3:22])[CH2:11][NH2:23])[CH2:2][CH2:3][CH2:4][CH2:5][CH3:6]. Procedure: Raney nickel (500 mg.), 3,4-dihexoxybenzaldehyde (6.12, g., 0.02 M) and ammonia (3.0 g., 0.177 M) in ethanol (100 ml.) are charged into a Paar shaker and hydrogenated at 40° C. and an initial pressure of 51 psi. When approximately 20 psi drop in hydrogen pressure is observed, about 24 hours, the contents are removed and filtered. The filtrate is concentrated in vacuo to an amber oil which is dissolved in ethyl acetate (50 ml.). The solution is treated with ethyl acetate saturated with hydrogen c... Reactants: C(C)OC1=C(C#N)C(=CC(=C1)C1=NC(=NC(=C1)N1[C@@H](CCC1)CC)NC)F (2-(ethyloxy)-4-[6-[(2R)-2-ethyl-1-pyrrolidinyl]-2-(methylamino)-4-pyrimidinyl]-6-fluorobenzonitrile), CCN(C(C)C)C(C)C (Hunig's base), NN (hydrazine). Solvent: CCO (EtOH). Run at temperature 100 celsius, time 8 hour. Product: C(C)OC1=C2C(=NNC2=CC(=C1)C1=NC(=NC(=C1)N1[C@@H](CCC1)CC)NC)N (4-(Ethyloxy)-6-[6-[(2R)-2-ethyl-1-pyrrolidinyl]-2-(methylamino)-4-pyrimidinyl]-1H-indazol-3-amine). Yield: 84.8%. Reaction SMILES: [CH2:1]([O:3][C:4]1[CH:11]=[C:10]([C:12]2[CH:17]=[C:16]([N:18]3[CH2:22][CH2:21][CH2:20][C@H:19]3[CH2:23][CH3:24])[N:15]=[C:14]([NH:25][CH3:26])[N:13]=2)[CH:9]=[C:8](F)[C:5]=1[C:6]#[N:7])[CH3:2].CCN(C(C)C)C(C)C.[NH2:37][NH2:38]>CCO>[CH2:1]([O:3][C:4]1[CH:11]=[C:10]([C:12]2[CH:17]=[C:16]([N:18]3[CH2:22][CH2:21][CH2:20][C@H:19]3[CH2:23][CH3:24])[N:15]=[C:14]([NH:25][CH3:26])[N:13]=2)[CH:9]=[C:8]2[C:5]=1[C:6]([NH2:7])=[N:37][NH:38]2)[CH3:2]. Procedure: In a microwave tube, 2-(ethyloxy)-4-[6-[(2R)-2-ethyl-1-pyrrolidinyl]-2-(methylamino)-4-pyrimidinyl]-6-fluorobenzonitrile (137 mg, 0.371 mmol), 5 mL of EtOH, Hunig's base (0.065 mL, 0.371 mmol), and hydrazine anhydrous (0.070 mL, 2.225 mmol) were added. The yellow suspension mixture was heated to 100° C. in an oil bath overnight. When the temperature of the reaction reached 100° C., the solid in the mixture was all dissolved. After overnight, there was a white colored solid formed. LCMS showed no...